From a dataset of the Open Reaction Database (ORD), a public repository of structured organic reaction records. describe an organic reaction: reactants, conditions, products, and yield Reactants: O1C(=CC=C1)C=1OC(=C(N1)COC1=C(C=C(C=C1)CCCC(C(=O)OC(C)C)O)OC)C (isopropyl (±)-5-[4-[2-(2-furyl)-5-methyl-4-oxazolylmethoxy]-3-methoxyphenyl]-2-hydroxypentanoate), 4A, C(C)(=O)OC=C (vinyl acetate). Solvent: C1(=CC=CC=C1)C (toluene). Run at temperature 23 celsius, time 4 hour. Yields the product C(C)(=O)O[C@@H](C(=O)OC(C)C)CCCC1=CC(=C(C=C1)OCC=1N=C(OC1C)C=1OC=CC1)OC (isopropyl (R)-(+)-2-acetoxy-5-[4-[2-(2-furyl)-5-methyl-4-oxazolylmethoxy]-3-methoxyphenyl]pentanoate). RXN SMILES: [O:1]1[CH:5]=[CH:4][CH:3]=[C:2]1[C:6]1[O:7][C:8]([CH3:32])=[C:9]([CH2:11][O:12][C:13]2[CH:18]=[CH:17][C:16]([CH2:19][CH2:20][CH2:21][CH:22]([OH:29])[C:23]([O:25][CH:26]([CH3:28])[CH3:27])=[O:24])=[CH:15][C:14]=2[O:30][CH3:31])[N:10]=1.[C:33](OC=C)(=[O:35])[CH3:34]>C1(C)C=CC=CC=1>[C:33]([O:29][C@H:22]([CH2:21][CH2:20][CH2:19][C:16]1[CH:17]=[CH:18][C:13]([O:12][CH2:11][C:9]2[N:10]=[C:6]([C:2]3[O:1][CH:5]=[CH:4][CH:3]=3)[O:7][C:8]=2[CH3:32])=[C:14]([O:30][CH3:31])[CH:15]=1)[C:23]([O:25][CH:26]([CH3:27])[CH3:28])=[O:24])(=[O:35])[CH3:34]. Procedure details: A 3-L flask was successively charged with isopropyl (±)-5-[4-[2-(2-furyl)-5-methyl-4-oxazolylmethoxy]-3-methoxyphenyl]-2-hydroxypentanoate (33.0 g), LIP-301 [immobilized lipase derived from Pseudomonas sp, TOYOBO CO., LTD] (16.5 g), molecular sieve 4A (33 g), toluene (1650 ml) and vinyl acetate (158 ml). The mixture was stirred for 4 hours at 23° C. The reaction mixture was subjected to filtration, and the filtrate was concentrated under reduced pressure. The concentrate was subjected to column ... The reactants are CC1=CC(=C(C=C1)/C=C/C(=O)OCC)[N+](=O)[O-] (Ethyl (2E)-3-(4-methyl-2-nitrophenyl)-2-propenoate), [Cl-].[NH4+] (ammonium chloride). The reagents and catalysts are [Fe] (iron). Run in C(C)O (ethanol), O (water). The product is NC1=C(C=CC(=C1)C)/C=C/C(=O)OCC (Ethyl (2E)-3-(2-amino-4-methylphenyl)-2-propenoate). The yield is 95.6%. Reaction SMILES: [CH3:1][C:2]1[CH:7]=[CH:6][C:5](/[CH:8]=[CH:9]/[C:10]([O:12][CH2:13][CH3:14])=[O:11])=[C:4]([N+:15]([O-])=O)[CH:3]=1.[Cl-].[NH4+]>C(O)C.O.[Fe]>[NH2:15][C:4]1[CH:3]=[C:2]([CH3:1])[CH:7]=[CH:6][C:5]=1/[CH:8]=[CH:9]/[C:10]([O:12][CH2:13][CH3:14])=[O:11] |f:1.2|. Reported procedure: Ethyl (2E)-3-(4-methyl-2-nitrophenyl)-2-propenoate D141 (0.500 g, 2.126 mmol), iron (0.593 g, 10.63 mmol) and ammonium chloride (0.057 g, 1.063 mmol) in ethanol (11 mL) and water (2 mL) was heated at reflux for 2 hours. The mixture was cooled and filtered through a pad of kieselguhr. The filtrate was concentrated and the residue diluted with ethyl acetate, washed with water and dried (MgSO4). Filtration and evaporation of solvent afforded a bright yellow solid (0.417 g, 96%).